From a dataset of the Open Reaction Database (ORD), a public repository of structured organic reaction records. describe an organic reaction: reactants, conditions, products, and yield Starting materials: NC(CCC(=O)NC(CS)C(=O)NCC(=O)O)C(=O)O, NC(Cc1ccc(O)c(O)c1)C(=O)O, NC(CO)(CO)CO. Yields the product NC(CCC(=O)OC(=O)C(N)Cc1ccc(O)c(O)c1)C(=O)O. Reaction SMILES: [NH2:1][CH:2]([C:3](=[O:4])[OH:5])[CH2:6][CH2:7][C:8](=[O:9])[NH:10][CH:11]([C:12]([NH:13][CH2:14][C:15]([OH:16])=[O:17])=[O:18])[CH2:19][SH:20].[NH2:21][CH:22]([CH2:23][c:24]1[cH:25][cH:26][c:27]([OH:28])[c:29]([OH:30])[cH:31]1)[C:32]([OH:33])=[O:34].[NH2:35][C:36]([CH2:37][OH:38])([CH2:39][OH:40])[CH2:41][OH:42]>>[NH2:1][CH:2]([C:3](=[O:4])[OH:5])[CH2:6][CH2:7][C:8](=[O:9])[O:34][C:32]([CH:22]([NH2:21])[CH2:23][c:24]1[cH:25][cH:26][c:27]([OH:28])[c:29]([OH:30])[cH:31]1)=[O:33]. RXN SMILES: [N:1]1[C:8]([Cl:9])=[N:7][C:5](Cl)=[N:4][C:2]=1[Cl:3].C(=O)([O-])O.[K+].[CH2:15]([NH2:18])[CH2:16][CH3:17]>CC(C)=O.O>[Cl:9][C:8]1[N:1]=[C:2]([Cl:3])[N:4]=[C:5]([NH:18][CH2:15][CH2:16][CH3:17])[N:7]=1 |f:1.2|. Product: ClC1=NC(=NC(=N1)Cl)NCCC (4,6-dichloro-2-propylamino-1,3,5-triazine). Solvent: O (water), CC(=O)C (acetone). Procedure details: Cyanuric chloride (1) (36.9 g, 0.2 mole) was dissolved in acetone (600 ml) and cooled in an ice/acetone bath. Potassium hydrogen carbonate (25.03 g, 0.25 mole) was dissolved in water (150 ml) with propylamine (11.82 g, 0.2 mole) and added dropwise to the solution of (1) while maintaining the temperature below 0° C. The mixture was stirred for 1 hour at 0° C. and then stirred for 1 hour at room temperature. The acetone was evaporated off under reduced pressure and the residue (300 ml) was poured ... The reactants are C(O)([O-])=O.[K+] (Potassium hydrogen carbonate), C(CC)N (propylamine), N1=C(Cl)N=C(Cl)N=C1Cl (Cyanuric chloride), N1=C(Cl)N=C(Cl)N=C1Cl (Cyanuric chloride). Conditions: temperature 0 celsius, time 1 hour. The reactants are ClCCl, ClC(Cl)Cl, CC(C(=O)O)c1ccc(-n2cccn2)c(Cl)c1, O=S(=O)(Cl)Cl. The product is CC(C(=O)O)c1ccc(-n2cc(Cl)cn2)c(Cl)c1. Reaction SMILES: [CH2:23]([Cl:24])[Cl:25].[CH:26]([Cl:27])([Cl:28])[Cl:29].[Cl:1][c:2]1[cH:3][c:4]([CH:13]([C:14](=[O:15])[OH:16])[CH3:17])[cH:5][cH:6][c:7]1-[n:8]1[n:9][cH:10][cH:11][cH:12]1.[S:18]([Cl:19])(=[O:20])([Cl:21])=[O:22]>>[Cl:1][c:2]1[cH:3][c:4]([CH:13]([C:14](=[O:15])[OH:16])[CH3:17])[cH:5][cH:6][c:7]1-[n:8]1[n:9][cH:10][c:11]([Cl:21])[cH:12]1. Reactants: O=C1CN(Cc2ccc(Br)cc2)C(=O)N1C1CC1, CC1(C)OB(c2ccc3c(c2)CN(C2CC2)C3=O)OC1(C)C, C1CCC(P(C2CCCCC2)C2CCCCC2)CC1, [K+], [K+], [K+], C1COCCO1, O, O=P([O-])([O-])[O-]. Yields the product O=C1c2ccc(-c3ccc(CN4CC(=O)N(C5CC5)C4=O)cc3)cc2CN1C1CC1. RXN SMILES: [Br:1][c:2]1[cH:3][cH:4][c:5]([CH2:6][N:7]2[C:8](=[O:16])[N:9]([CH:13]3[CH2:14][CH2:15]3)[C:10](=[O:12])[CH2:11]2)[cH:17][cH:18]1.[CH:19]1([N:22]2[C:23](=[O:40])[c:24]3[cH:25][cH:26][c:27]([B:31]4[O:32][C:33]([CH3:34])([CH3:35])[C:36]([CH3:37])([CH3:38])[O:39]4)[cH:28][c:29]3[CH2:30]2)[CH2:20][CH2:21]1.[CH:41]1([P:42]([CH:43]2[CH2:44][CH2:45][CH2:46][CH2:47][CH2:48]2)[CH:49]2[CH2:50][CH2:51][CH2:52][CH2:53][CH2:54]2)[CH2:55][CH2:56][CH2:57][CH2:58][CH2:59]1.[K+:65].[K+:66].[K+:67].[O:68]1[CH2:69][CH2:70][O:71][CH2:72][CH2:73]1.[OH2:74].[P:60]([O-:61])([O-:62])([O-:63])=[O:64]>>[c:2]1(-[c:27]2[cH:26][cH:25][c:24]3[c:29]([cH:28]2)[CH2:30][N:22]([CH:19]2[CH2:20][CH2:21]2)[C:23]3=[O:40])[cH:3][cH:4][c:5]([CH2:6][N:7]2[C:8](=[O:16])[N:9]([CH:13]3[CH2:14][CH2:15]3)[C:10](=[O:12])[CH2:11]2)[cH:17][cH:18]1. Reactants: Cl.C(C1=CC=CC=C1)OP(=O)(CC1CCCCC1)C[C@@H](CN)O (((R)-3-Amino-2-hydroxy-propyl)-cyclohexylmethyl-phosphinic acid benzyl ester hydrochloride), C1=CC=C(C=C1)COC(=O)N[C@@H](CC(=O)N)C(=O)O (N-Cbz-L-asparagine-OH). The product is N[C@H](C(=O)NC[C@H](CP(O)(=O)CC1CCCCC1)O)CC(N)=O ([(R)-3-((S)2-Amino-3-carbamoyl-propionylamino)-2-hydroxy-propyl]-cyclohexylmethyl-phosphinic acid). Reaction SMILES: Cl.C([O:9][P:10]([CH2:19][C@H:20]([OH:23])[CH2:21][NH2:22])([CH2:12][CH:13]1[CH2:18][CH2:17][CH2:16][CH2:15][CH2:14]1)=[O:11])C1C=CC=CC=1.C1C=CC(COC([NH:34][C@H:35]([C:40](O)=[O:41])[CH2:36][C:37]([NH2:39])=[O:38])=O)=CC=1>>[NH2:34][C@@H:35]([CH2:36][C:37](=[O:38])[NH2:39])[C:40]([NH:22][CH2:21][C@@H:20]([OH:23])[CH2:19][P:10]([CH2:12][CH:13]1[CH2:14][CH2:15][CH2:16][CH2:17][CH2:18]1)(=[O:11])[OH:9])=[O:41] |f:0.1|. Reported procedure: The title compound was prepared substantially following the procedures as set forth in Step 4, Example 1, Method A, and employing ((R)-3-Amino-2-hydroxy-propyl)-cyclohexylmethyl-phosphinic acid benzyl ester hydrochloride and N-Cbz-L-asparagine-OH as the starting materials. Subsequent hydrogenation of the resulting product in accordance with the procedures of Step 5, Example 1, Method B, and RP-HPLC purification yielded the title compound. 1H NMR (CD3OD, 300 MHz): δ 4.26-4.13 (m, 1H), 4.12-3.98 (... Reactants: C(#N)C=1C=NC=CC1 (3-cyanopyridine), BrCC(=O)OCC (ethyl bromoacetate), C([O-])([O-])=O.[K+].[K+] (potassium carbonate). Reagents/catalysts: [Zn] (zinc), BrCC(=O)OCC (ethyl bromoacetate). Run in O1CCCC1 (tetrahydrofuran), O1CCCC1 (THF). Run at time 50 minute. Product: NC(=CC(=O)OCC)C=1C=NC=CC1 (Ethyl 3-amino-3-(3-pyridyl)acrylate). Yield: 78.4%. As a reaction SMILES: [C:1]([C:3]1[CH:4]=[N:5][CH:6]=[CH:7][CH:8]=1)#[N:2].Br[CH2:10][C:11]([O:13][CH2:14][CH3:15])=[O:12].C(=O)([O-])[O-].[K+].[K+]>O1CCCC1.BrCC(OCC)=O.[Zn]>[NH2:2][C:1]([C:3]1[CH:4]=[N:5][CH:6]=[CH:7][CH:8]=1)=[CH:10][C:11]([O:13][CH2:14][CH3:15])=[O:12] |f:2.3.4|. Reported procedure: In an atmosphere of argon, activated zinc powder (4.88 g, 0.07 g atom) was suspended in anhydrous tetrahydrofuran (THF) (25.0 ml) to which was subsequently added dropwise several drops of ethyl bromoacetate while heating under reflux. When color of the reaction solution became green, 3-cyanopyridine (1.59 g, 15.0 mmol) was added to the solution, ethyl bromoacetate (6.0 ml, 51.4 mmol) was added dropwise thereto spending 50 minutes and then the mixture was heated under reflux for 15 minutes. After...